This data is from the Open Reaction Database (ORD), a public repository of structured organic reaction records. The task is: describe an organic reaction: reactants, conditions, products, and yield Starting materials: NC1=NC(=C(C(=N1)C)CC1=CC=C(C=C1)CC#N)NCCCCC (2-(4-((2-Amino-4-methyl-6-(pentylamino)pyrimidin-5-yl)methyl)phenyl)acetonitrile), [OH-].[K+] (KOH), C(C)O (ethanol). Run at temperature 80 celsius. Yields the product NC1=NC(=C(C(=N1)C)CC1=CC=C(C=C1)CC(=O)O)NCCCCC (2-(4-((2-Amino-4-methyl-6-(pentylamino)pyrimidin-5-yl)methyl)phenyl)acetic acid). RXN SMILES: [NH2:1][C:2]1[N:7]=[C:6]([CH3:8])[C:5]([CH2:9][C:10]2[CH:15]=[CH:14][C:13](CC#N)=[CH:12][CH:11]=2)=[C:4]([NH:19][CH2:20][CH2:21][CH2:22][CH2:23][CH3:24])[N:3]=1.[OH-:25].[K+].[CH2:27]([OH:29])[CH3:28]>>[NH2:1][C:2]1[N:7]=[C:6]([CH3:8])[C:5]([CH2:9][C:10]2[CH:15]=[CH:14][C:13]([CH2:28][C:27]([OH:25])=[O:29])=[CH:12][CH:11]=2)=[C:4]([NH:19][CH2:20][CH2:21][CH2:22][CH2:23][CH3:24])[N:3]=1 |f:1.2|. Reported procedure: A mixture of the product from step (iv) (51.7 g) and 5 M KOH (517 g) in ethanol (204 g) was heated at 80° C. for 4 hours. After the solvent was evaporated under reduced pressure, the residue was diluted with water (259 mL) and washed with t-butyl methyl ether (390 g) at 25° C. The solution was cooled to 5° C. and the pH of the solution was adjusted to pH 5 with conc. HCl. The resulting precipitate was collected by filtration, washed with a solution of water (200 mL) and MeCN (200 g) and dried to... Starting materials: C1CCCC=2C=CC=3C=4N(C21)C2=C(C4CCC3)C=NC=C2 (1,2,3,4,8,9-hexahydropyrido[4', 3':2,3] indolo[1,7-ab][1]benzazepine), CN(C=O)C (dimethylformamide), BrCC=C (3-bromopropene), C([O-])(O)=O.[Na+] (sodium bicarbonate). The solvent is O (water). The product is C(C=C)C1CCC2=C(C=CC=3C=4N2C2=C(C4CCC3)C=NC=C2)C1 (3-allyl-1,2,3,4,8,9-hexahydropyrido[4',3':2,3]indolo[1,7-ab][1]benzazepine). As a reaction SMILES: [CH2:1]1[C:11]2[N:10]3[C:12]4[CH:21]=[CH:20][N:19]=[CH:18][C:13]=4[C:14]4[CH2:15][CH2:16][CH:17]=[C:8]([C:9]=43)[CH:7]=[CH:6][C:5]=2[CH2:4][CH2:3][CH2:2]1.Br[CH2:23][CH:24]=[CH2:25].C(=O)(O)[O-].[Na+].CN(C)C=O>O>[CH2:25]([CH:3]1[CH2:4][C:5]2[CH:6]=[CH:7][C:8]3[C:9]4[N:10]([C:12]5[CH:21]=[CH:20][N:19]=[CH:18][C:13]=5[C:14]=4[CH2:15][CH2:16][CH:17]=3)[C:11]=2[CH2:1][CH2:2]1)[CH:24]=[CH2:23] |f:2.3|. Procedure: A mixture of 3.3 g. of the product of Example 1, 1.45 g. of freshly distilled 3-bromopropene and 1.7 g. of sodium bicarbonate is stirred at room temperature, for 24 hours, in 50 ml. dimethylformamide. At the end of this period, the mixture is poured into water, extracted with ether, and the combined extracts are dried and stripped down. The residue is dissolved in benzene, and the resulting solution chromatographed through a column of neutral alumina. The oily residue obtained on stripping down ... Reactants: C1CCOC1, CI, CC(C)[N-]C(C)C, [Li+], O=S(=O)(c1ccccc1)n1ccc2c(Br)nccc21. Yields the product Cc1cc2c(Br)nccc2n1S(=O)(=O)c1ccccc1. As a reaction SMILES: [CH2:30]1[O:31][CH2:32][CH2:33][CH2:34]1.[CH3:28][I:29].[CH:20]([N-:21][CH:22]([CH3:23])[CH3:24])([CH3:25])[CH3:26].[Li+:27].[c:1]1([S:7](=[O:8])(=[O:9])[n:10]2[cH:11][cH:12][c:13]3[c:14]([Br:19])[n:15][cH:16][cH:17][c:18]23)[cH:2][cH:3][cH:4][cH:5][cH:6]1>>[c:1]1([S:7](=[O:8])(=[O:9])[n:10]2[c:11]([CH3:20])[cH:12][c:13]3[c:14]([Br:19])[n:15][cH:16][cH:17][c:18]23)[cH:2][cH:3][cH:4][cH:5][cH:6]1. Procedure details: Next, the ammonia-treated crude o-toluic acid is subjected to fractionation so as to separate pure o-toluic acid from high boiling point components such as o-phthalimide, phthalide, etc. As to the fractionator, a packed column or a plate column having 10 ore more theoretical plates can be used. Preferably, a plate column or a packed column having 10 to 30 theoretical plates is used as the fractionator and operated at 100 to 300 Torr., preferably 150 to 250 Torr., and a reflux ratio of about 3 to... RXN SMILES: N.[C:2]1([CH3:11])[C:3]([C:8]([OH:10])=[O:9])=[CH:4][CH:5]=[CH:6][CH:7]=1>>[C:2]1([CH3:11])[C:3]([C:8]([OH:10])=[O:9])=[CH:4][CH:5]=[CH:6][CH:7]=1.[C:8]1([C:3]2[C:2](=[CH:7][CH:6]=[CH:5][CH:4]=2)[CH2:11][O:10]1)=[O:9]. Yields the product C=1(C(=CC=CC1)C(=O)O)C (o-toluic acid), C1(=O)OCC2=CC=CC=C12 (phthalide). Reactants: N (ammonia), C=1(C(=CC=CC1)C(=O)O)C (o-toluic acid).